This data is from the Open Reaction Database (ORD), a public repository of structured organic reaction records. The task is: describe an organic reaction: reactants, conditions, products, and yield Reactants: CC(=O)O, O=C1Nc2ccc(I)cc2C1=O, NNC(=O)c1ccc(NC(=O)CCc2ccc(O)c(O)c2)cc1. Yields the product O=C(CCc1ccc(O)c(O)c1)Nc1ccc(C(=O)NN=C2C(=O)Nc3ccc(I)cc32)cc1. As a reaction SMILES: [CH3:36][C:37](=[O:38])[OH:39].[I:1][c:2]1[cH:3][c:4]2[c:8]([cH:9][cH:10]1)[NH:7][C:6](=[O:11])[C:5]2=[O:12].[OH:13][c:14]1[cH:15][c:16]([CH2:21][CH2:22][C:23](=[O:24])[NH:25][c:26]2[cH:27][cH:28][c:29]([C:32](=[O:33])[NH:34][NH2:35])[cH:30][cH:31]2)[cH:17][cH:18][c:19]1[OH:20]>>[I:1][c:2]1[cH:3][c:4]2[c:8]([cH:9][cH:10]1)[NH:7][C:6](=[O:11])[C:5]2=[N:35][NH:34][C:32]([c:29]1[cH:28][cH:27][c:26]([NH:25][C:23]([CH2:22][CH2:21][c:16]2[cH:15][c:14]([OH:13])[c:19]([OH:20])[cH:18][cH:17]2)=[O:24])[cH:31][cH:30]1)=[O:33].